This data is from the Open Reaction Database (ORD), a public repository of structured organic reaction records. The task is: describe an organic reaction: reactants, conditions, products, and yield Reactants: C(C)(C)N(CCN1C(=O)C(=O)C2=CC(=CC=C12)C)C(C)C (1-(2-diisopropylaminoethyl)-5-methylisatin), Cl.NNC(=O)N (semicarbazide hydrochloride). Yields the product C(C)(C)N(CCN1C(=O)/C(/C2=CC(=CC=C12)C)=N/NC(=O)N)C(C)C ((E)-1-(2-diisopropylaminoethyl)-5-methylisatin 3-semicarbazone). Yield: 53.9%. Reaction SMILES: [CH:1]([N:4]([CH:19]([CH3:21])[CH3:20])[CH2:5][CH2:6][N:7]1[C:17]2[C:12](=[CH:13][C:14]([CH3:18])=[CH:15][CH:16]=2)[C:10](=O)[C:8]1=[O:9])([CH3:3])[CH3:2].Cl.[NH2:23][NH:24][C:25]([NH2:27])=[O:26]>>[CH:1]([N:4]([CH:19]([CH3:21])[CH3:20])[CH2:5][CH2:6][N:7]1[C:17]2[C:12](=[CH:13][C:14]([CH3:18])=[CH:15][CH:16]=2)/[C:10](=[N:23]\[NH:24][C:25]([NH2:27])=[O:26])/[C:8]1=[O:9])([CH3:3])[CH3:2] |f:1.2|. Procedure: By using 1-(2-diisopropylaminoethyl)-5-methylisatin and semicarbazide hydrochloride, a method analogous to that described in Example 4 was carried out to obtain (E)-1-(2-diisopropylaminoethyl)-5-methylisatin 3-semicarbazone having a melting point of 159°-161° C. (yield: 53.9%, recrystallizing solvent: chloroform-hexane). Starting materials: C(#N)[BH3-] (cyanoborohydride), O=CCCC1=NC(=NC(=C1)C1=CC(=CC=C1)C(F)(F)F)C#N (4-(3-oxo-propyl)-6-(3-trifluoromethylphenyl)-pyrimidine-2-carbonitrile), N1CCCCC1 (piperidine), C(C)(=O)O (acetic acid). Solvent: C(C)#N (acetonitrile), C(C)#N (acetonitrile). Reaction conditions: temperature 150 celsius. Product: N1(CCCCC1)CCCC1=NC(=NC(=C1)C1=CC(=CC=C1)C(F)(F)F)C#N (4-(3-Piperidin-1-yl-propyl)-6-(3-trifluoromethylphenyl)-pyrimidine-2-carbonitrile), gum. As a reaction SMILES: C([BH3-])#N.[NH:4]1[CH2:9][CH2:8][CH2:7][CH2:6][CH2:5]1.C(O)(=O)C.O=[CH:15][CH2:16][CH2:17][C:18]1[CH:23]=[C:22]([C:24]2[CH:29]=[CH:28][CH:27]=[C:26]([C:30]([F:33])([F:32])[F:31])[CH:25]=2)[N:21]=[C:20]([C:34]#[N:35])[N:19]=1>C(#N)C>[N:4]1([CH2:15][CH2:16][CH2:17][C:18]2[CH:23]=[C:22]([C:24]3[CH:29]=[CH:28][CH:27]=[C:26]([C:30]([F:33])([F:32])[F:31])[CH:25]=3)[N:21]=[C:20]([C:34]#[N:35])[N:19]=2)[CH2:9][CH2:8][CH2:7][CH2:6][CH2:5]1. Procedure: To a suspension of macroporous cyanoborohydride (102 mg, 2.35 mmol/g) in acetonitrile (0.5 mL), was added piperidine (19 μL), acetic acid (0.1 mL), and a solution of 4-(3-oxo-propyl)-6-(3-trifluoromethylphenyl)-pyrimidine-2-carbonitrile (49 mg) in acetonitrile (0.5 mL). The mixture was heated in the microwave at 150° C. for 10 min, filtered in a fritted tube using a Vacmaster multi-filtration apparatus, and purified by preparative-HPLC. 4-(3-Piperidin-1-yl-propyl)-6-(3-trifluoromethylphenyl)-pyr... Starting materials: C1(=CC=CC=C1)CCCCCCCCCC(=O)O (10-phenyldecanoic acid), C(C(=O)Cl)(=O)Cl (oxalyl chloride), C(C1=CC=CC=C1)N (benzylamine), C(=O)(O)[O-].[Na+] (NaHCO3). The reagents and catalysts are CN(C)C=O (DMF). Run in C(Cl)Cl (CH2Cl2), CCOC(=O)C (EtOAc). Conditions: time 1 hour. Yields the product C(C1=CC=CC=C1)NC(CCCCCCCCCC1=CC=CC=C1)=O (N-Benzyl-10-phenyidecanamide). Yield: 97.8%. RXN SMILES: [C:1]1([CH2:7][CH2:8][CH2:9][CH2:10][CH2:11][CH2:12][CH2:13][CH2:14][CH2:15][C:16]([OH:18])=O)[CH:6]=[CH:5][CH:4]=[CH:3][CH:2]=1.C(Cl)(=O)C(Cl)=O.[CH2:25]([NH2:32])[C:26]1[CH:31]=[CH:30][CH:29]=[CH:28][CH:27]=1.C([O-])(O)=O.[Na+]>C(Cl)Cl.CN(C=O)C.CCOC(C)=O>[CH2:25]([NH:32][C:16](=[O:18])[CH2:15][CH2:14][CH2:13][CH2:12][CH2:11][CH2:10][CH2:9][CH2:8][CH2:7][C:1]1[CH:2]=[CH:3][CH:4]=[CH:5][CH:6]=1)[C:26]1[CH:31]=[CH:30][CH:29]=[CH:28][CH:27]=1 |f:3.4|. Reported procedure: To a solution of 10-phenyldecanoic acid (1.101 g, 4.43 mmol) in 20 mL of CH2Cl2 at room temperature was added oxalyl chloride (1.41 g, 11.08 mmol) and 1 drop of DMF, and the reaction mixture was stirred for 1 hour under nitrogen. The CH2Cl2 and excess oxalyl chloride were evaporated. The reaction was redissolved in CH2Cl2 and benzylamine (1.42 g, 13.3 mmol) and 2 mL of saturated aqueous NaHCO3 were added and the reaction stirred for 12 hours. The reaction was taken up in EtOAc and washed with 1N... The reactants are C(CO)O (ethylene glycol), C([O-])([O-])=O.[K+].[K+] (potassium carbonate), cuprous iodide, COC1=CC=C(CS)C=C1 (4-methoxybenzyl mercaptan), C(C)NS(=O)(=O)C1=CC=C(C=C1)I (N-ethyl-4-iodo-benzenesulfonamide). The solvent is C(C)(C)O (isopropanol), C(Cl)(Cl)Cl (chloroform). Conditions: temperature 80 celsius. Product: C(C)NS(=O)(=O)C1=CC=C(C=C1)SCC1=CC=C(C=C1)OC (N-ethyl-4-(4-methoxy-benzylsulfanyl) -benzenesulfonamide). As a reaction SMILES: [CH2:1]([NH:3][S:4]([C:7]1[CH:12]=[CH:11][C:10](I)=[CH:9][CH:8]=1)(=[O:6])=[O:5])[CH3:2].C(O)CO.C(=O)([O-])[O-].[K+].[K+].[CH3:24][O:25][C:26]1[CH:33]=[CH:32][C:29]([CH2:30][SH:31])=[CH:28][CH:27]=1>C(O)(C)C.C(Cl)(Cl)Cl>[CH2:1]([NH:3][S:4]([C:7]1[CH:12]=[CH:11][C:10]([S:31][CH2:30][C:29]2[CH:32]=[CH:33][C:26]([O:25][CH3:24])=[CH:27][CH:28]=2)=[CH:9][CH:8]=1)(=[O:6])=[O:5])[CH3:2] |f:2.3.4|. Reported procedure: To a suspension of N-ethyl-4-iodo-benzenesulfonamide 6 g in isopropanol 26 ml was added ethylene glycol 1.9 ml, potassium carbonate 4.68 g, cuprous iodide 320 mg and then 4-methoxybenzyl mercaptan 3.55 g. The mixture was heated at ˜80° C. for 16 h and then cooled, diluted with chloroform 250 ml and washed with water ×3, (any solid at the interface was filtered off). The organic solution was dried, MgSO4 and evaporated. The solid was triturated with cyclohexane ×2 and dried to give N-ethyl-4-(4-m... The reactants are C1(CCCCC1)NC(ON1C(CC(CC1(C)C)O)(C)C)=NC1CCCCC1 (1,3-dicyclohexyl-2-(4-hydroxy-2,2,6,6-tetramethyl-piperidin-1-yl)-isourea), C1(CCCCC1)NC(ON1C(CC(CC1(C)C)O)(C)C)=NC1CCCCC1 (1,3-dicyclohexyl-2-(4-hydroxy-2,2,6,6-tetramethyl-piperidin-1-yl)-isourea), C(CCCCCCCCC(=O)Cl)(=O)Cl (sebacoylchloride). The reagents and catalysts are CN(C1=CC=NC=C1)C (4-dimethylaminopyridine). Solvent: N1=CC=CC=C1 (pyridine), ice water. Conditions: time 22 hour. Product: C1(CCCCC1)NC(=NC1CCCCC1)ON1C(CC(CC1(C)C)OC(CCCCCCCCC(=O)OC1CC(N(C(C1)(C)C)OC(NC1CCCCC1)=NC1CCCCC1)(C)C)=O)(C)C (decanedioic acid bis[1-(N,N′-dicyclohexyl-carbamimidoyloxy)-2,2,6,6-tetramethyl-piperidin-4-yl]ester). Yield: 100.3%. Reaction SMILES: [CH:1]1([NH:7][C:8](=[N:21][CH:22]2[CH2:27][CH2:26][CH2:25][CH2:24][CH2:23]2)[O:9][N:10]2[C:15]([CH3:17])([CH3:16])[CH2:14][CH:13]([OH:18])[CH2:12][C:11]2([CH3:20])[CH3:19])[CH2:6][CH2:5][CH2:4][CH2:3][CH2:2]1.[C:28](Cl)(=[O:40])[CH2:29][CH2:30][CH2:31][CH2:32][CH2:33][CH2:34][CH2:35][CH2:36][C:37](Cl)=[O:38]>CN(C)C1C=CN=CC=1.N1C=CC=CC=1>[CH:22]1([NH:21][C:8]([O:9][N:10]2[C:11]([CH3:20])([CH3:19])[CH2:12][CH:13]([O:18][C:28](=[O:40])[CH2:29][CH2:30][CH2:31][CH2:32][CH2:33][CH2:34][CH2:35][CH2:36][C:37]([O:18][CH:13]3[CH2:12][C:11]([CH3:19])([CH3:20])[N:10]([O:9][C:8](=[N:7][CH:1]4[CH2:6][CH2:5][CH2:4][CH2:3][CH2:2]4)[NH:21][CH:22]4[CH2:27][CH2:26][CH2:25][CH2:24][CH2:23]4)[C:15]([CH3:17])([CH3:16])[CH2:14]3)=[O:38])[CH2:14][C:15]2([CH3:16])[CH3:17])=[N:7][CH:1]2[CH2:2][CH2:3][CH2:4][CH2:5][CH2:6]2)[CH2:23][CH2:24][CH2:25][CH2:26][CH2:27]1. Procedure details: To a solution of 1,3-dicyclohexyl-2-(4-hydroxy-2,2,6,6-tetramethyl-piperidin-1-yl)-isourea [compound 8 prepared according to Example 8] (8.35 g, 22 mmol) and 4-dimethylaminopyridine (160 mg) in pyridine (20 ml) is added sebacoylchloride (2.5 g, 10.5 mmol). The mixture is stirred at room temperature for 22 hours and then diluted with ice-water (250 ml). The precipitate is filtered off, washed with water and dried to afford 9.75 g of the title compound as an off-white solid. The reactants are C(C)OC1=C(C(=O)OCC2=CC=CC=C2)C=CC(=C1)CC(=O)NC(C1=C(C=CC=C1)N1CCCCC1)C(=O)OCC (benzyl 2-ethoxy-4-[N-(α-ethoxycarbonyl-2-piperidino-benzyl)-aminocarbonylmethyl]-benzoate), [H][H] (hydrogen). The reagents and catalysts are [Pd] (palladium/charcoal). Run in C(C)O (ethanol). Yields the product C(C)OC1=C(C(=O)O)C=CC(=C1)CC(=O)NC(C1=C(C=CC=C1)N1CCCCC1)C(=O)OCC (2-Ethoxy-4-[N-(α-ethoxycarbonyl-2-piperidino-benzyl)-aminocarbonylmethyl]-benzoic acid). RXN SMILES: [CH2:1]([O:3][C:4]1[CH:19]=[C:18]([CH2:20][C:21]([NH:23][CH:24]([C:37]([O:39][CH2:40][CH3:41])=[O:38])[C:25]2[CH:30]=[CH:29][CH:28]=[CH:27][C:26]=2[N:31]2[CH2:36][CH2:35][CH2:34][CH2:33][CH2:32]2)=[O:22])[CH:17]=[CH:16][C:5]=1[C:6]([O:8]CC1C=CC=CC=1)=[O:7])[CH3:2].[H][H]>C(O)C.[Pd]>[CH2:1]([O:3][C:4]1[CH:19]=[C:18]([CH2:20][C:21]([NH:23][CH:24]([C:37]([O:39][CH2:40][CH3:41])=[O:38])[C:25]2[CH:30]=[CH:29][CH:28]=[CH:27][C:26]=2[N:31]2[CH2:32][CH2:33][CH2:34][CH2:35][CH2:36]2)=[O:22])[CH:17]=[CH:16][C:5]=1[C:6]([OH:8])=[O:7])[CH3:2]. Procedure: A solution of benzyl 2-ethoxy-4-[N-(α-ethoxycarbonyl-2-piperidino-benzyl)-aminocarbonylmethyl]-benzoate (0.140 g, 0.25 mmol) in ethanol (1.4 ml) is hydrogenated with 10% palladium/charcoal (0.03 g) for 4.5 hours at 50° C. under 5 bar of hydrogen. The mixture is filtered, evaporated down in vacuo and the evaporation residue is purified by column chromatography on silica gel (chloroform/methanol=10/1). The reactants are O (Water), CC1=NOC(=C1)N (3-methyl-5-aminoisoxazole), N1=CC=CC=C1 (pyridine), ClC(=O)OCC(Cl)(Cl)Cl (2,2,2-trichloroethyl chloroformate). Solvent: O1CCCC1 (tetrahydrofuran). Run at time 3 hour. The product is CC1=NOC(=C1)NC(OCC(Cl)(Cl)Cl)=O (2,2,2-Trichloroethyl (3-methylisoxazol-5-yl)carbamate). Isolated yield 25.7%. As a reaction SMILES: [CH3:1][C:2]1[CH:6]=[C:5]([NH2:7])[O:4][N:3]=1.N1C=CC=CC=1.Cl[C:15]([O:17][CH2:18][C:19]([Cl:22])([Cl:21])[Cl:20])=[O:16].O>O1CCCC1>[CH3:1][C:2]1[CH:6]=[C:5]([NH:7][C:15](=[O:16])[O:17][CH2:18][C:19]([Cl:22])([Cl:21])[Cl:20])[O:4][N:3]=1. Procedure: To a solution of 3-methyl-5-aminoisoxazole (1.00 g, 10.2 mmol) and pyridine (0.97 ml, 12.2 mmol) in tetrahydrofuran (34 ml) was added 2,2,2-trichloroethyl chloroformate (1.69 ml, 12.2 mmol) under ice-cooling, and the mixture was stirred at room temperature for 3 hours and half. Water was poured to the reaction mixture, and the resulting solution was extracted with ethyl acetate. The extract was washed with water and dried over anhydrous magnesium sulfate, and the solvent was distilled off under ... The reactants are CC(=O)c1cc2cccc(-c3cc(C(C)C)cc(C(C)C)c3OCC(F)F)c2o1, CCOC(=O)CP(=O)(OCC)OCC, [H-], [Na+], CN(C)C=O, O. Yields the product CCOC(=O)C=C(C)c1cc2cccc(-c3cc(C(C)C)cc(C(C)C)c3OCC(F)F)c2o1. RXN SMILES: [C:17]([CH3:18])(=[O:19])[c:20]1[cH:21][c:22]2[c:23]([o:24]1)[c:25](-[c:29]1[c:30]([O:41][CH2:42][CH:43]([F:44])[F:45])[c:31]([CH:38]([CH3:39])[CH3:40])[cH:32][c:33]([CH:35]([CH3:36])[CH3:37])[cH:34]1)[cH:26][cH:27][cH:28]2.[CH3:3][CH2:4][O:5][C:6](=[O:7])[CH2:8][P:9]([O:10][CH2:11][CH3:12])([O:13][CH2:14][CH3:15])=[O:16].[H-:2].[Na+:1].[O:47]=[CH:48][N:49]([CH3:50])[CH3:51].[OH2:46]>>[CH3:3][CH2:4][O:5][C:6](=[O:7])[CH:8]=[C:17]([CH3:18])[c:20]1[cH:21][c:22]2[c:23]([o:24]1)[c:25](-[c:29]1[c:30]([O:41][CH2:42][CH:43]([F:44])[F:45])[c:31]([CH:38]([CH3:39])[CH3:40])[cH:32][c:33]([CH:35]([CH3:36])[CH3:37])[cH:34]1)[cH:26][cH:27][cH:28]2. Reactants: NCC1=CC=C(C=C1)C1=C(C=CC=C1)C1=NN=NN1 (4′-Aminomethyl-2-(1H-tetrazol-5-yl)biphenyl), C(C(=O)C)CC(C)=O (acetonylacetone), CC(=O)O (AcOH). The solvent is C(C)O (ethanol). Yields the product CC=1N(C(=CC1)C)CC1=CC=C(C=C1)C1=C(C=CC=C1)C1=NN=NN1 (2,5-Dimethyl-1-[2′-(1H-tetrazol-5-yl)biphenyl-4-yl-methyl]pyrrole). Isolated yield 54.0%. Reaction SMILES: [NH2:1][CH2:2][C:3]1[CH:8]=[CH:7][C:6]([C:9]2[CH:14]=[CH:13][CH:12]=[CH:11][C:10]=2[C:15]2[NH:19][N:18]=[N:17][N:16]=2)=[CH:5][CH:4]=1.[CH2:20]([CH2:24][C:25](=O)[CH3:26])[C:21]([CH3:23])=O.CC(O)=O>C(O)C>[CH3:26][C:25]1[N:1]([CH2:2][C:3]2[CH:8]=[CH:7][C:6]([C:9]3[CH:14]=[CH:13][CH:12]=[CH:11][C:10]=3[C:15]3[NH:19][N:18]=[N:17][N:16]=3)=[CH:5][CH:4]=2)[C:21]([CH3:23])=[CH:20][CH:24]=1. Procedure: 2.8 g of (4a) (9.7 mmol), 1.1 g of acetonylacetone (9.7 mmol) and 0.5 mL of glacial AcOH in 50 mL of absolute ethanol are mixed under a nitrogen atmosphere. The mixture is heated to reflux for 6 h, the solvent is evaporated, the residue is redissolved with chloroform and water, the organic phase is washed with water, dried with Na2SO4 and evaporated. Product: 1.7 g. Formula: C20H19N5 (m.w. 329.41). Yield 54%. The reactants are C(#N)C1=C(CN2C(N(C(=C2)C2=CC(=NC=C2)NCC2=CC=C(C=C2)OC)C2=CC=C(C=C2)F)=O)C=CC=C1 (1-(2-cyanobenzyl)-3-(4-fluorophenyl)-4-[2-(4-methoxybenzylamino)pyridin-4-yl]-4-imidazolin-2-one), Compound, Br.C(C)(=O)O (hydrogen bromide acetic acid). Conditions: temperature 70 celsius, time 1 hour. The product is NC1=NC=CC(=C1)C=1N(C(N(C1)CC1=C(C=CC=C1)C#N)=O)C1=CC=C(C=C1)F (4-(2-Aminopyridin-4-yl)-1-(2-cyanobenzyl)-3-(4-fluoro-phenyl)-4-imidazolin-2-one). Isolated yield 50.0%. As a reaction SMILES: [C:1]([C:3]1[CH:38]=[CH:37][CH:36]=[CH:35][C:4]=1[CH2:5][N:6]1[CH:10]=[C:9]([C:11]2[CH:16]=[CH:15][N:14]=[C:13]([NH:17]CC3C=CC(OC)=CC=3)[CH:12]=2)[N:8]([C:27]2[CH:32]=[CH:31][C:30]([F:33])=[CH:29][CH:28]=2)[C:7]1=[O:34])#[N:2].Br.C(O)(=O)C>>[NH2:17][C:13]1[CH:12]=[C:11]([C:9]2[N:8]([C:27]3[CH:28]=[CH:29][C:30]([F:33])=[CH:31][CH:32]=3)[C:7](=[O:34])[N:6]([CH2:5][C:4]3[CH:35]=[CH:36][CH:37]=[CH:38][C:3]=3[C:1]#[N:2])[CH:10]=2)[CH:16]=[CH:15][N:14]=1 |f:1.2|. Reported procedure: To 1.5 g of 1-(2-cyanobenzyl)-3-(4-fluorophenyl)-4-[2-(4-methoxybenzylamino)pyridin-4-yl]-4-imidazolin-2-one (Compound of Example 5) was added 3 ml of 25% hydrogen bromide-acetic acid solution, and the mixture was stirred at 70° C. for one hour. The reaction mixture was concentrated under reduced pressure, and the residue was made alkali with an aqueous sodium bicarbonate solution. The mixture was extracted with ethyl acetate, washed with brine and dried over anhydrous magnesium sulfate. After c...